From a dataset of the Open Reaction Database (ORD), a public repository of structured organic reaction records. describe an organic reaction: reactants, conditions, products, and yield Reactants: ClC=1NC2=C(C(=C(C=C2CC1C=O)F)F)F (2-chloro-6,7,8-trifluoro-3-formyl-1,4-dihydroquinoline), [Mn](=O)(=O)(=O)[O-].[K+] (potassium permanganate), S(=O)([O-])S(=O)[O-].[Na+].[Na+] (Sodium dithionite). The solvent is [OH-].[K+] (potassium hydroxide), O (water). Conditions: temperature 10 celsius, time 30 minute. Yields the product ClC1=NC2=C(C(=C(C=C2C=C1C(=O)O)F)F)F (2-Chloro-6,7,8-trifluoro-3-quinolinecarboxylic acid). Yield: 257.5%. RXN SMILES: [Mn]([O-])(=O)(=O)=O.[K+].[Cl:7][C:8]1[NH:9][C:10]2[C:15]([CH2:16][C:17]=1[CH:18]=[O:19])=[CH:14][C:13]([F:20])=[C:12]([F:21])[C:11]=2[F:22].S(S([O-])=O)([O-])=[O:24].[Na+].[Na+]>O.[OH-].[K+]>[Cl:7][C:8]1[C:17]([C:18]([OH:24])=[O:19])=[CH:16][C:15]2[C:10](=[C:11]([F:22])[C:12]([F:21])=[C:13]([F:20])[CH:14]=2)[N:9]=1 |f:0.1,3.4.5,7.8|. Procedure details: A solution of potassium permanganate (69.65 g) in water (730 cc) is added in the course of 1 hour to a stirred suspension, cooled to approximately 10° C., of 2-chloro-6,7,8-trifluoro-3-formyl-1,4-dihydroquinoline (45.7 g) in N potassium hydroxide (585 cc), while the temperature is maintained at between 10° and 14° C. The mixture is left stirring for a further 30 minutes at approximately 10° C. Sodium dithionite (12 g) is added and the mixture is stirred for 10 minutes at a temperature in the reg...